This data is from the Open Reaction Database (ORD), a public repository of structured organic reaction records. The task is: describe an organic reaction: reactants, conditions, products, and yield Reactants: O=C(Oc1cc(OC(=O)c2ccccc2)c(Br)cn1)c1ccccc1, CC#N, [F-], [K+], C1COCCOCCOCCOCCOCCO1. Yields the product O=C(Oc1cc(O)c(Br)cn1)c1ccccc1. As a reaction SMILES: [Br:21][c:22]1[c:23]([O:37][C:38](=[O:39])[c:40]2[cH:41][cH:42][cH:43][cH:44][cH:45]2)[cH:24][c:25]([O:28][C:29]([c:30]2[cH:31][cH:32][cH:33][cH:34][cH:35]2)=[O:36])[n:26][cH:27]1.[CH3:46][C:47]#[N:48].[F-:1].[K+:2].[O:3]1[CH2:4][CH2:5][O:6][CH2:7][CH2:8][O:9][CH2:10][CH2:11][O:12][CH2:13][CH2:14][O:15][CH2:16][CH2:17][O:18][CH2:19][CH2:20]1>>[Br:21][c:22]1[c:23]([OH:37])[cH:24][c:25]([O:28][C:29]([c:30]2[cH:31][cH:32][cH:33][cH:34][cH:35]2)=[O:36])[n:26][cH:27]1. Starting materials: FC(C(=O)O)(F)F (Trifluoroacetic acid), C1(=CC=CC=C1)C1=CC(=C(C(=O)OC(C)(C)C)C=C1)NC(=O)C=1C=NC=C(C1)C1=CC=CC=C1 (tert-butyl 4-phenyl-2-(5-phenylpyridine-3-carboxamido)benzoate). Run at time 3 hour. Product: C1(=CC=CC=C1)C1=CC(=C(C(=O)O)C=C1)NC(=O)C=1C=NC=C(C1)C1=CC=CC=C1 (4-phenyl-2-(5-phenylpyridine-3-carboxamido)benzoic acid). Reaction SMILES: FC(F)(F)C(O)=O.[C:8]1([C:14]2[CH:26]=[CH:25][C:17]([C:18]([O:20]C(C)(C)C)=[O:19])=[C:16]([NH:27][C:28]([C:30]3[CH:31]=[N:32][CH:33]=[C:34]([C:36]4[CH:41]=[CH:40][CH:39]=[CH:38][CH:37]=4)[CH:35]=3)=[O:29])[CH:15]=2)[CH:13]=[CH:12][CH:11]=[CH:10][CH:9]=1>>[C:8]1([C:14]2[CH:26]=[CH:25][C:17]([C:18]([OH:20])=[O:19])=[C:16]([NH:27][C:28]([C:30]3[CH:31]=[N:32][CH:33]=[C:34]([C:36]4[CH:37]=[CH:38][CH:39]=[CH:40][CH:41]=4)[CH:35]=3)=[O:29])[CH:15]=2)[CH:13]=[CH:12][CH:11]=[CH:10][CH:9]=1. Procedure details: Trifluoroacetic acid (5 mL) was added to the obtained tert-butyl 4-phenyl-2-(5-phenylpyridine-3-carboxamido)benzoate, followed by stirring at room temperature for 3 hours. The solvent was evaporated under reduced pressure, and ethyl acetate was added to the obtained residue. The solid substance was collected by filtration to obtain 40 mg of 4-phenyl-2-(5-phenylpyridine-3-carboxamido)benzoic acid as a white solid. Starting materials: ClCCl (Dichloromethane), O=C1NC2=C(N1CCCC(=O)O)C=CC=C2 (4-(2-oxo-2,3-dihydrobenzimidazol-1-yl)butyric acid), C(C(=O)Cl)(=O)Cl (oxalyl chloride). The solvent is CN(C=O)C (N,N-dimethylformamide). Conditions: temperature 10 celsius. Product: O=C1NC2=C(N1CCCC(=O)OCl)C=CC=C2 (chloro 2,3-dihydro-2-oxo-1H-benzimidazol-1-butanoate). RXN SMILES: ClCCl.[O:4]=[C:5]1[N:9]([CH2:10][CH2:11][CH2:12][C:13]([OH:15])=[O:14])[C:8]2[CH:16]=[CH:17][CH:18]=[CH:19][C:7]=2[NH:6]1.C(Cl)(=O)C([Cl:23])=O>CN(C)C=O>[O:4]=[C:5]1[N:9]([CH2:10][CH2:11][CH2:12][C:13]([O:15][Cl:23])=[O:14])[C:8]2[CH:16]=[CH:17][CH:18]=[CH:19][C:7]=2[NH:6]1. Procedure: Dichloromethane (3772 L) and then 4-(2-oxo-2,3-dihydrobenzimidazol-1-yl)butyric acid (525 kg; 2.4 kmol) were charged to a stirred-tank reactor, followed by N,N-dimethylformamide (21 L). The resulting mixture was cooled to 10° C. Afterward, oxalyl chloride (326.8 kg)) was dosed at 10-15° C. over 2-3 hours while stirring. The resulting mixture was then stirred at 15-20° C. for an additional 1-3 hours. All the above steps were conducted under a N2 atmosphere. Conversion was checked by in-process co... The solvent is C(C)(=O)O (acetic acid), O (water). Conditions: time 1 hour. Yields the product OC=1C=C(C(=NC1)N=NC1=CC=C(C=C1)[N+](=O)[O-])Br (5-Hydroxy-3-bromo-2-(4-nitrophenylazo)pyridine). As a reaction SMILES: [Br:1][C:2]1[CH:3]=[C:4]([OH:8])[CH:5]=[N:6][CH:7]=1.[OH-].[K+].F[B-](F)(F)F.[N+:16]([C:19]1[CH:24]=[CH:23][C:22]([N+:25]#[N:26])=[CH:21][CH:20]=1)([O-:18])=[O:17]>O.C(O)(=O)C>[OH:8][C:4]1[CH:3]=[C:2]([Br:1])[C:7]([N:26]=[N:25][C:22]2[CH:21]=[CH:20][C:19]([N+:16]([O-:18])=[O:17])=[CH:24][CH:23]=2)=[N:6][CH:5]=1 |f:1.2,3.4|. Reactants: BrC=1C=C(C=NC1)O (5-bromo-3-pyridinol), [OH-].[K+] (potassium hydroxide), F[B-](F)(F)F.[N+](=O)([O-])C1=CC=C(C=C1)[N+]#N (p-nitrobenzenediazonium tetrafluoroborate). The yield is 33.7%. Procedure details: 5-bromo-3-pyridinol (8.7 g, 0.05 mol) and potassium hydroxide (Fisher Scientific) were dissolved in water (200 ml). A suspension of p-nitrobenzenediazonium tetrafluoroborate (J. Org. Chem., Vol. 44, No 9. 1979 p 1572-1573) (11.845 g, 0.5 mol) was added, and the mixture was stirred for 1 hour, diluted with acetic acid (50 ml) and filtered. The crude product was allowed to dry in air, then was chromatographed (silica gel; CHCl3/MeOH, 95:5 to 90:10) provided 5.45g (33.7 %) of the title compound. MS...